From a dataset of the Open Reaction Database (ORD), a public repository of structured organic reaction records. describe an organic reaction: reactants, conditions, products, and yield Starting materials: Cc1c(F)c(N)cc(Br)c1F, F[B-](F)(F)F, [H+], O=N[O-], [Na+], O. Yields the product Cc1c(F)c(Br)cc([N+]#N)c1F, F[B-](F)(F)F. RXN SMILES: [Br:1][c:2]1[c:3]([F:11])[c:4]([CH3:10])[c:5]([F:9])[c:6]([NH2:7])[cH:8]1.[F:16][B-:17]([F:18])([F:19])[F:20].[H+:21].[N:12]([O-:13])=[O:14].[Na+:15].[OH2:22]>>[Br:1][c:2]1[c:3]([F:11])[c:4]([CH3:10])[c:5]([F:9])[c:6]([N+:7]#[N:12])[cH:8]1.[F:16][B-:17]([F:18])([F:19])[F:20]. The reactants are O=C(O)c1ccc(Br)cn1, O=C(c1ccc(Cl)cc1)C1CCNCC1, Cl. Product: O=C(c1ccc(Cl)cc1)C1CCN(C(=O)c2ccc(Br)cn2)CC1. RXN SMILES: [Br:1][c:2]1[cH:3][cH:4][c:5]([C:8](=[O:9])[OH:10])[n:6][cH:7]1.[Cl:12][c:13]1[cH:14][cH:15][c:16]([C:19](=[O:20])[CH:21]2[CH2:22][CH2:23][NH:24][CH2:25][CH2:26]2)[cH:17][cH:18]1.[ClH:11]>>[Br:1][c:2]1[cH:3][cH:4][c:5]([C:8](=[O:10])[N:24]2[CH2:23][CH2:22][CH:21]([C:19]([c:16]3[cH:15][cH:14][c:13]([Cl:12])[cH:18][cH:17]3)=[O:20])[CH2:26][CH2:25]2)[n:6][cH:7]1.